From a dataset of the Open Reaction Database (ORD), a public repository of structured organic reaction records. describe an organic reaction: reactants, conditions, products, and yield Reactants: CC(C)(C)OC(=O)NCCNC(=O)C(CCCNC(=O)C(CCNC(=O)OC(C)(C)C)N(Cc1ccccc1)C(=O)[O-])NC(=O)OC(C)(C)C, CCO. Product: CC(C)(C)OC(=O)NCCNC(=O)C(CCCNC(=O)C(N)CCNC(=O)OC(C)(C)C)NC(=O)OC(C)(C)C. RXN SMILES: [CH2:1]([c:5]1[cH:6][cH:7][cH:9][cH:10][cH:11]1)[N:8]([C:2](=[O:3])[O-:4])[CH:12]([C:13]([NH:14][CH2:15][CH2:16][CH2:17][CH:18]([C:19]([NH:20][CH2:21][CH2:22][NH:23][C:24]([O:25][C:26]([CH3:27])([CH3:28])[CH3:29])=[O:30])=[O:31])[NH:32][C:33](=[O:34])[O:35][C:36]([CH3:37])([CH3:38])[CH3:39])=[O:40])[CH2:41][CH2:42][NH:43][C:44](=[O:45])[O:46][C:47]([CH3:48])([CH3:49])[CH3:50].[CH3:51][CH2:52][OH:53]>>[NH2:8][CH:12]([C:13]([NH:14][CH2:15][CH2:16][CH2:17][CH:18]([C:19]([NH:20][CH2:21][CH2:22][NH:23][C:24]([O:25][C:26]([CH3:27])([CH3:28])[CH3:29])=[O:30])=[O:31])[NH:32][C:33](=[O:34])[O:35][C:36]([CH3:37])([CH3:38])[CH3:39])=[O:40])[CH2:41][CH2:42][NH:43][C:44](=[O:45])[O:46][C:47]([CH3:48])([CH3:49])[CH3:50]. Reactants: CO, [H][H], O=C(Nc1ccc(C2CCN(Cc3ccccc3)CC2)cc1)c1ccccc1-c1ccccc1. Yields the product O=C(Nc1ccc(C2CCNCC2)cc1)c1ccccc1-c1ccccc1. As a reaction SMILES: [CH3:37][OH:38].[H:35][H:36].[c:1]1([CH2:2][N:8]2[CH2:9][CH2:10][CH:11]([c:14]3[cH:15][cH:16][c:17]([NH:20][C:21](=[O:22])[c:23]4[c:24](-[c:29]5[cH:30][cH:31][cH:32][cH:33][cH:34]5)[cH:25][cH:26][cH:27][cH:28]4)[cH:18][cH:19]3)[CH2:12][CH2:13]2)[cH:3][cH:4][cH:5][cH:6][cH:7]1>>[NH:8]1[CH2:9][CH2:10][CH:11]([c:14]2[cH:15][cH:16][c:17]([NH:20][C:21](=[O:22])[c:23]3[c:24](-[c:29]4[cH:30][cH:31][cH:32][cH:33][cH:34]4)[cH:25][cH:26][cH:27][cH:28]3)[cH:18][cH:19]2)[CH2:12][CH2:13]1. Reactants: COC(C)=O, C1COCCO1, COC(=O)c1ccc(Cc2c(C(=O)OC)n(-c3ccccc3)c3cc(Cl)ccc3c2=O)cc1, Cl, [Li+], [OH-], O. The product is COC(=O)c1c(Cc2ccc(C(=O)O)cc2)c(=O)c2ccc(Cl)cc2n1-c1ccccc1. Reaction SMILES: [C:37]([O:38][CH3:39])(=[O:40])[CH3:41].[CH2:42]1[O:43][CH2:44][CH2:45][O:46][CH2:47]1.[CH3:1][O:2][C:3](=[O:4])[c:5]1[n:6](-[c:28]2[cH:29][cH:30][cH:31][cH:32][cH:33]2)[c:7]2[cH:8][c:9]([Cl:27])[cH:10][cH:11][c:12]2[c:13](=[O:26])[c:14]1[CH2:15][c:16]1[cH:17][cH:18][c:19]([C:22](=[O:23])[O:24][CH3:25])[cH:20][cH:21]1.[ClH:36].[Li+:34].[OH-:35].[OH2:48]>>[CH3:1][O:2][C:3](=[O:4])[c:5]1[n:6](-[c:28]2[cH:29][cH:30][cH:31][cH:32][cH:33]2)[c:7]2[cH:8][c:9]([Cl:27])[cH:10][cH:11][c:12]2[c:13](=[O:26])[c:14]1[CH2:15][c:16]1[cH:17][cH:18][c:19]([C:22](=[O:23])[OH:24])[cH:20][cH:21]1.